describe an organic reaction: reactants, conditions, products, and yield From a dataset of the Open Reaction Database (ORD), a public repository of structured organic reaction records. Starting materials: ClC(C(C(F)(F)F)F)(F)Cl (1,1-dichloro-1,2,3,3,3-pentafluoropropane), FC=C(F)F (trifluoroethylene), C(C(F)(F)F)(C(F)(Cl)Cl)F (HCFC-225eb), C(C(F)(F)F)(C(F)(Cl)Cl)F (HCFC-225eb), ClC(F)(F)Cl (dichlorodifluoromethane). Yields the product ClC(C(C(F)(F)Cl)F)(F)F (1,3-dichloro-1,1,2,3,3-pentafluoropropane), ClC(C(C(F)(F)F)F)(F)Cl (1,1-dichloro-1,2,3,3,3-pentafluoropropane). As a reaction SMILES: [CH:1]([F:10])([C:6]([Cl:9])([Cl:8])[F:7])[C:2]([F:5])([F:4])[F:3].[F:11][CH:12]=[C:13]([F:15])[F:14].[Cl:16][C:17](Cl)([F:19])[F:18]>>[Cl:16][C:17]([F:19])([F:18])[CH:12]([F:11])[C:13]([Cl:8])([F:15])[F:14].[Cl:8][C:6]([Cl:9])([F:7])[CH:1]([F:10])[C:2]([F:5])([F:4])[F:3]. Reported procedure: Until HCFC-225eb becomes available in commercial quantities, HCFC-225eb may be prepared by a standard and well-known organic synthesis technique. For example, 1,1-dichloro-1,2,3,3,3-pentafluoropropane may be prepared by reacting trifluoroethylene with dichlorodifluoromethane to produce 1,3-dichloro-1,1,2,3,3-pentafluoropropane and 1,1-dichloro-1,2,3,3,3-pentafluoropropane. The 1,1-dichloro-1,2,3,3,3-pentafluoropropane is separated from its isomer using fractional distillation and/or preparative ... Starting materials: C1CCNC1, C#CCn1ccc2cc(C=O)ccc21, C1CCOC1, CC(=O)O, [K+], [K+], O=C([O-])[O-]. The product is C#CCn1ccc2cc(CN3CCCC3)ccc21. RXN SMILES: [CH2:15]1[CH2:16][CH2:17][NH:18][CH2:19]1.[CH2:1]([C:2]#[CH:3])[n:4]1[cH:5][cH:6][c:7]2[cH:8][c:9]([CH:13]=[O:14])[cH:10][cH:11][c:12]12.[CH2:30]1[O:31][CH2:32][CH2:33][CH2:34]1.[CH3:20][C:21](=[O:22])[OH:23].[K+:24].[K+:25].[O-:26][C:27]([O-:28])=[O:29]>>[CH2:1]([C:2]#[CH:3])[n:4]1[cH:5][cH:6][c:7]2[cH:8][c:9]([CH2:13][N:18]3[CH2:17][CH2:16][CH2:15][CH2:19]3)[cH:10][cH:11][c:12]12. Starting materials: crystal violet lactone, [OH-].[Na+] (sodium hydroxide), C(=CC1=CC=CC=C1)/C/1=C/C(=O)OC1=O (styrene-maleic anhydride), [OH-].[Na+] (sodium hydroxide), C=O (formaldehyde), C(C)(C)C1=C(C2=CC=CC=C2C=C1)C(C)C (diisopropylnaphthalene), aqueous solution, N1=C(N)N=C(N)N=C1N (melamine). Solvent: O (water), aromatic hydrocarbon. Run at temperature 60 celsius, time 15 minute. Yields the product C=O.N1=C(N)N=C(N)N=C1N (melamine-formaldehyde). As a reaction SMILES: C(C1C=CC2C(=CC=CC=2)C=1C(C)C)(C)C.C(C1=C[C:27](OC1=O)=[O:28])=CC1C=CC=CC=1.[OH-].[Na+].[N:34]1[C:41]([NH2:42])=[N:40][C:38]([NH2:39])=[N:37][C:35]=1[NH2:36].C=O>O>[CH2:27]=[O:28].[N:34]1[C:41]([NH2:42])=[N:40][C:38]([NH2:39])=[N:37][C:35]=1[NH2:36] |f:2.3,7.8|. Procedure: A hydrophobic material was prepared by dissolving under heating 2 gr of crystal violet lactone (CVL) and 1 gr of benzoyl leucomethylene blue (BLMB) in 100 gr of KMC-113 (commercial name for an oil product--an aromatic hydrocarbon solvent mainly composed of diisopropylnaphthalene, b.p. 250°-350° C. - by Kureha Chemicals), and this hydrophobic material (an oil solution of dye) was emulsified in 100 gr of a 5% aqueous solution (pH 4.0) of Scripset 520 (a styrene-maleic anhydride (1:1 by mole) copol... Starting materials: BrC=1C=C(C=C(C1)[N+](=O)[O-])[C@@](CO)(C)NC(CCl)=O (N—[(R)-1-(3-Bromo-5-nitro-phenyl)-2-hydroxy-1-methyl-ethyl]-2-chloro-acetamide), CC(C)(C)[O-].[K+] (KOtBu), O (water). Run in C(C)(C)(C)O (tert-butanol), C(C)(C)(C)O (tert-butanol). Run at temperature 100 celsius. Yields the product BrC=1C=C(C=C(C1)[N+](=O)[O-])C1[C@H](OCC(N1)=O)C ((R)-5-(3-Bromo-5-nitro-phenyl)-6-methyl-morpholin-3-one). Reaction SMILES: [Br:1][C:2]1[CH:3]=[C:4]([C@:11]([NH:15][C:16](=[O:19])[CH2:17]Cl)(C)[CH2:12][OH:13])[CH:5]=[C:6]([N+:8]([O-:10])=[O:9])[CH:7]=1.[CH3:20]C([O-])(C)C.[K+].O>C(O)(C)(C)C>[Br:1][C:2]1[CH:3]=[C:4]([CH:11]2[NH:15][C:16](=[O:19])[CH2:17][O:13][C@@H:12]2[CH3:20])[CH:5]=[C:6]([N+:8]([O-:10])=[O:9])[CH:7]=1 |f:1.2|. Reported procedure: N—[(R)-1-(3-Bromo-5-nitro-phenyl)-2-hydroxy-1-methyl-ethyl]-2-chloro-acetamide (4.45 g, 10.76 mmol) and KOtBu (2.414 g, 21.52 g) were suspended in 55 ml tert-butanol under N2 and heated 100° C. for 30 min. After completion water was added to the reaction and tert-butanol was removed under reduced pressure. The product was extracted with ethyl acetate from the remaining aqueous phase. The organic phases were washed with water and brine, combined and dried over Na2SO4. Volatiles were removed under... The reactants are C1(C(CCCC1)CCCCCCC(=O)O)=O (7-(cyclohexan-1-on-2-yl)heptanoic acid), [Cl-].[Na+] (sodium chloride), O.C1(=CC=C(C=C1)S(=O)(=O)O)C (p-toluenesulfonic acid monohydrate), C([O-])(O)=O.[Na+] (sodium bicarbonate). Run in O (water), C(C)O (ethanol), C1=CC=CC=C1 (benzene). The product is C1(C(CCCC1)CCCCCCC(=O)OCC)=O (ethyl 7-(cyclohexan-1-on-2-yl)heptanoate). As a reaction SMILES: [C:1]1(=[O:16])[CH2:6][CH2:5][CH2:4][CH2:3][CH:2]1[CH2:7][CH2:8][CH2:9][CH2:10][CH2:11][CH2:12][C:13]([OH:15])=[O:14].O.[C:18]1(C)C=CC(S(O)(=O)=O)=C[CH:19]=1.C(=O)(O)[O-].[Na+].[Cl-].[Na+]>O.C1C=CC=CC=1.C(O)C>[C:1]1(=[O:16])[CH2:6][CH2:5][CH2:4][CH2:3][CH:2]1[CH2:7][CH2:8][CH2:9][CH2:10][CH2:11][CH2:12][C:13]([O:15][CH2:18][CH3:19])=[O:14] |f:1.2,3.4,5.6|. Procedure details: A solution of 232 g. of 7-(cyclohexan-1-on-2-yl)heptanoic acid in 2500 ml. of ethanol is refluxed for 4.5 hours with 3.8 g. of p-toluenesulfonic acid monohydrate. The solution is diluted with 200 ml. of benzene, and boiling is continued for 2 hours as 200 ml. of distillate is removed. The volume of the solution is concentrated to 500 ml. After dilution with 500 ml. of ether the solution is extracted with a solution prepared from 50 ml. of saturated sodium bicarbonate, 50 ml. of saturated sodium ... Reactants: CCO, Cl, Cl, O=C(c1cccc(F)c1)c1cccc(F)c1, NO, [Na+], [OH-], O. Product: ON=C(c1cccc(F)c1)c1cccc(F)c1. RXN SMILES: [CH3:24][CH2:25][OH:26].[ClH:1].[ClH:22].[F:4][c:5]1[cH:6][c:7]([C:8](=[O:9])[c:10]2[cH:11][c:12]([F:16])[cH:13][cH:14][cH:15]2)[cH:17][cH:18][cH:19]1.[NH2:2][OH:3].[Na+:21].[OH-:20].[OH2:23]>>[N:2]([OH:3])=[C:8]([c:7]1[cH:6][c:5]([F:4])[cH:19][cH:18][cH:17]1)[c:10]1[cH:11][c:12]([F:16])[cH:13][cH:14][cH:15]1. The reactants are C1CC(=O)N(C1=O)Br (NBS), COC1=NC=NN2C1=CN=C2C2CC(C2)=O (3-(4-methoxyimidazo[5,1-f][1,2,4]triazin-7-yl)cyclobutanone), C1CC(=O)N(C1=O)Br (NBS). Solvent: CN(C)C=O (DMF). Product: BrC=1N=C(N2N=CN=C(C21)OC)C2CC(C2)=O (3-(5-Bromo-4-methoxy-imidazo[5,1-f][1,2,4]triazin-7-yl)-cyclobutanone). As a reaction SMILES: C1C(=O)N([Br:8])C(=O)C1.[CH3:9][O:10][C:11]1[C:16]2=[CH:17][N:18]=[C:19]([CH:20]3[CH2:23][C:22](=[O:24])[CH2:21]3)[N:15]2[N:14]=[CH:13][N:12]=1>CN(C=O)C>[Br:8][C:17]1[N:18]=[C:19]([CH:20]2[CH2:23][C:22](=[O:24])[CH2:21]2)[N:15]2[C:16]=1[C:11]([O:10][CH3:9])=[N:12][CH:13]=[N:14]2. Procedure details: NBS (2.00 g, 0.01 mol) was added in one portion to a stirred, cooled solution of 3-(4-methoxyimidazo[5,1-f][1,2,4]triazin-7-yl)cyclobutanone (6.0 g, 0.027 mol) in DMF (40 mL) at 0° C. under N2. Two other portions of NBS (2.00 g, 0.01 mol) were added after 15 and 30 min respectively. The reaction was stirred with cooling for 5 h. The reaction mixture was partitioned between EtOAc (1 L) and brine (200 mL) and then 83 of 219 organic layer was washed with brine (2×150 mL), dried (Na2SO4) and concent...